From a dataset of the Open Reaction Database (ORD), a public repository of structured organic reaction records. describe an organic reaction: reactants, conditions, products, and yield The reactants are N1=CC=CC=C1 (pyridine), OCCCNC(CC\C=C/C\C=C/C\C=C/C\C=C/C\C=C/C\C=C/CC)=O ((4Z,7Z,10Z,13Z,16Z,19Z)—N-(3-Hydroxypropyl)docosa-4,7,10,13,16,19-hexaenamide), ClC(Cl)(OC(OC(Cl)(Cl)Cl)=O)Cl (Triphosgene). The solvent is C(Cl)Cl (CH2Cl2). Run at temperature 0 celsius. Yields the product C(OCCCNC(CC\C=C/C\C=C/C\C=C/C\C=C/C\C=C/C\C=C/CC)=O)(=O)Cl (3-((4Z,7Z,10Z,13Z,16Z,19Z)-docosa-4,7,10,13,16,19-hexaenamido)propyl carbonochloridate). Isolated yield 42.9%. Reaction SMILES: [OH:1][CH2:2][CH2:3][CH2:4][NH:5][C:6](=[O:28])[CH2:7][CH2:8]/[CH:9]=[CH:10]\[CH2:11]/[CH:12]=[CH:13]\[CH2:14]/[CH:15]=[CH:16]\[CH2:17]/[CH:18]=[CH:19]\[CH2:20]/[CH:21]=[CH:22]\[CH2:23]/[CH:24]=[CH:25]\[CH2:26][CH3:27].N1C=CC=CC=1.[Cl:35][C:36](Cl)([O:38]C(=O)OC(Cl)(Cl)Cl)Cl>C(Cl)Cl>[C:36]([Cl:35])(=[O:38])[O:1][CH2:2][CH2:3][CH2:4][NH:5][C:6](=[O:28])[CH2:7][CH2:8]/[CH:9]=[CH:10]\[CH2:11]/[CH:12]=[CH:13]\[CH2:14]/[CH:15]=[CH:16]\[CH2:17]/[CH:18]=[CH:19]\[CH2:20]/[CH:21]=[CH:22]\[CH2:23]/[CH:24]=[CH:25]\[CH2:26][CH3:27]. Reported procedure: (4Z,7Z,10Z,13Z,16Z,19Z)—N-(3-Hydroxypropyl)docosa-4,7,10,13,16,19-hexaenamide (3.0 g, 7.8 mmol) was dissolved in 40 mL of CH2Cl2 and pyridine (650 mg, 8.2 mmol) was added. Triphosgene (7.8 mmol) was then added in portions at 0° C. over a period of 15 min. The resulting reaction mixture was stirred at 0° C. until the reaction was completed, as determined by TLC. The solids were removed by filtration and the filtrate was concentrated under reduced pressure. The resulting residue was purified by co...